Dataset: the Open Reaction Database (ORD), a public repository of structured organic reaction records. Task: describe an organic reaction: reactants, conditions, products, and yield The reactants are CCOCC (Ether), NCCNC1=NC=CC=C1 (2-(2-Aminoethylamino)pyridine), ClC1=NC=CC=C1 (2-chloropyridine), C(CN)N (ethylenediamine), N1N=NC2=C1C=CC=C2C(=[NH2+])N (benzotriazole carboxamidinium), CCN(C(C)C)C(C)C (DIEA). The solvent is C(C)#N (acetonitrile). Product: N1=C(C=CC=C1)NCCNC1=NC=CC(=N1)C1=CC=C(C(=O)N)C=C1 (4-(2-{[2-(2-pyridylamino)ethyl]amino}pyrimidin-4-yl)benzamide). As a reaction SMILES: [NH2:1][CH2:2][CH2:3][NH:4][C:5]1[CH:10]=[CH:9][CH:8]=[CH:7][N:6]=1.Cl[C:12]1C=CC=[CH:14][N:13]=1.[CH2:18]([NH2:21])[CH2:19]N.N1[C:26]2[CH:27]=[CH:28][CH:29]=[C:30]([C:31]([NH2:33])=[NH2+])[C:25]=2N=N1.CCN(C(C)C)C(C)C.CC[O:45]CC>C(#N)C>[N:6]1[CH:7]=[CH:8][CH:9]=[CH:10][C:5]=1[NH:4][CH2:3][CH2:2][NH:1][C:12]1[N:21]=[C:18]([C:27]2[CH:26]=[CH:25][C:30]([C:31]([NH2:33])=[O:45])=[CH:29][CH:28]=2)[CH:19]=[CH:14][N:13]=1. Procedure: 2-(2-Aminoethylamino)pyridine (prepared from 2-chloropyridine and ethylenediamine in accordance with the method described in T. Mega et al., 1988, Bull. Chem. Soc. Japan 61:4315, which is incorporated herein by reference) (6 mmol) was treated with benzotriazole carboxamidinium 4-methylbenzenesulfonatesulfonate (2.0 g, 6 mmol) and DIEA (1.05 ml, 6 mmol) in anhydrous acetonitrile (10 ml) for 65 hours. Ether (ca. 10 ml) was then added to this mixture. After 8 hours the white solid amino[2-(2-pyridy...